From a dataset of the Open Reaction Database (ORD), a public repository of structured organic reaction records. describe an organic reaction: reactants, conditions, products, and yield The reactants are [Br-], CC#N, Fc1ccc(OCCCn2cc[n+](CC(OCc3ccc(Cl)cc3Cl)c3ccc(Cl)cc3Cl)c2)cc1. Yields the product Fc1ccc(OCCCBr)cc1. Reaction SMILES: [Br-:1].[CH3:38][C:39]#[N:40].[Cl:2][c:3]1[cH:4][c:5]([Cl:6])[cH:7][cH:8][c:9]1[CH:10]([O:11][CH2:23][c:24]1[cH:25][cH:26][c:27]([Cl:28])[cH:29][c:30]1[Cl:31])[CH2:32][n+:33]1[cH:34][cH:35][n:36]([CH2:12][CH2:13][CH2:14][O:15][c:16]2[cH:17][cH:18][c:19]([F:22])[cH:20][cH:21]2)[cH:37]1>>[Br:1][CH2:12][CH2:13][CH2:14][O:15][c:16]1[cH:17][cH:18][c:19]([F:22])[cH:20][cH:21]1.